From a dataset of the Open Reaction Database (ORD), a public repository of structured organic reaction records. describe an organic reaction: reactants, conditions, products, and yield Reactants: N12CC(C(CC1)CC2)NC(C2=C(C=C(C(=C2)Cl)NC(C)=O)O)=O (N-(1-azabicyclo[2.2.2]oct-3-yl)-2-hydroxy-4-acetamido-5-chlorobenzamide), C([O-])([O-])=O.[K+].[K+] (potassium carbonate), BrCC1CC1 (bromomethylcyclopropane). The solvent is C(C(C)C)C(=O)C (methyl isobutyl ketone). Product: N12CC(C(CC1)CC2)NC(C2=C(C=C(C(=C2)Cl)NC(C)=O)OCC2CC2)=O (N-(1-azabicyclo[2.2.2]oct-3-yl)-2-cyclopropylmethoxy-4-acetamido-5-chlorobenzamide). Yield: 84.2%. RXN SMILES: [N:1]12[CH2:8][CH2:7][CH:4]([CH2:5][CH2:6]1)[CH:3]([NH:9][C:10](=[O:23])[C:11]1[CH:16]=[C:15]([Cl:17])[C:14]([NH:18][C:19](=[O:21])[CH3:20])=[CH:13][C:12]=1[OH:22])[CH2:2]2.C(=O)([O-])[O-].[K+].[K+].Br[CH2:31][CH:32]1[CH2:34][CH2:33]1>C(C(C)=O)C(C)C>[N:1]12[CH2:6][CH2:5][CH:4]([CH2:7][CH2:8]1)[CH:3]([NH:9][C:10](=[O:23])[C:11]1[CH:16]=[C:15]([Cl:17])[C:14]([NH:18][C:19](=[O:21])[CH3:20])=[CH:13][C:12]=1[O:22][CH2:31][CH:32]1[CH2:34][CH2:33]1)[CH2:2]2 |f:1.2.3|. Procedure: A suspension of N-(1-azabicyclo[2.2.2]oct-3-yl)-2-hydroxy-4-acetamido-5-chlorobenzamide (6.75 g; 0.02 moles) (m.p. of hydrochloride 315°-317° C. (d)), potassium carbonate (2.76 g; 0.02 moles), 91.5% bromomethylcyclopropane (3.54 g; 0.024 moles) and methyl isobutyl ketone (40 ml) was boiled under reflux for 48 hours. After cooling, the reaction mixture was washed with water, 1N sodium hydroxide aqueous solution and again with water. The organic solution was dried (Na2SO4), decolorized with charco... Reactants: NC=1C(=C(C=CC1)C(=O)N1CCOCC1)O ((3-amino-2-hydroxyphenyl)morpholin-4-ylmethanone), COC=1C(C(C1OC)=O)=O (3,4-dimethoxycyclobut-3-ene-1,2-dione). The solvent is CO (methanol). The product is OC1=C(C=CC=C1C(=O)N1CCOCC1)NC=1C(C(C1OC)=O)=O (3-[2-Hydroxy-3-(morpholine-4-carbonyl)phenylamino]-4-methoxycyclobut-3-ene-1,2-dione). Yield: 54.2%. RXN SMILES: [NH2:1][C:2]1[C:3]([OH:16])=[C:4]([C:8]([N:10]2[CH2:15][CH2:14][O:13][CH2:12][CH2:11]2)=[O:9])[CH:5]=[CH:6][CH:7]=1.[CH3:17][O:18][C:19]1[C:20](=O)[C:21](=[O:25])[C:22]=1[O:23]C>CO>[OH:16][C:3]1[C:4]([C:8]([N:10]2[CH2:11][CH2:12][O:13][CH2:14][CH2:15]2)=[O:9])=[CH:5][CH:6]=[CH:7][C:2]=1[NH:1][C:20]1[C:21](=[O:25])[C:22](=[O:23])[C:19]=1[O:18][CH3:17]. Reported procedure: A solution of 1.00 g (4.5 mmol) of (3-amino-2-hydroxyphenyl)morpholin-4-ylmethanone and 2.56 g (18.0 mmol) of 3,4-dimethoxycyclobut-3-ene-1,2-dione in 100 ml of methanol was heated at 50° C. for five and a half hours. The reaction medium was concentrated. The residue was taken up in ethyl acetate and was washed twice with a 1 M aqueous sodium dihydrogen phosphate solution. The organic phase was dried over anhydrous sodium sulfate, filtered and concentrated. The solvent was evaporated off and the...